Dataset: the Open Reaction Database (ORD), a public repository of structured organic reaction records. Task: describe an organic reaction: reactants, conditions, products, and yield Reactants: C(C)(=O)OCC (Ethyl acetate), C12CN(CC(CC1)CC2)N2C(C(N=C(C1=C2C=CC=C1)C1=C(C=CC=C1)F)(NC(=O)NC1=CC(=CC=C1)OCC(=O)OCC)C=C=O)=O (N-[(3RS)-1-(3-azabicyclo[3.2.2]non-3-yl)-carbonylmethyl-2,3-dihydro-5-(2-fluorophenyl)-2-oxo-1H-1,4-benzodiazepin-3-yl]-N'-[3-(ethoxycarbonylmethoxy)phenyl]urea), [OH-].[Na+] (NaOH), O1CCCC1 (tetrahydrofuran), Cl (HCl). The solvent is O (water). Conditions: time 6 hour. Yields the product C12CN(CC(CC1)CC2)C(=O)CN2C(C(N=C(C1=C2C=CC=C1)C1=C(C=CC=C1)F)NC(=O)NC1=CC(=CC=C1)OCC(=O)O)=O (N-[(3RS)-1-(3-azabicyclo[3.2.2]non-3-yl)carbonylmethyl-2,3-dihydro-5-(2-fluorophenyl)-2-oxo-1H-1,4-benzodiazepin-3-yl]-N'-(3-carboxymethoxyphenyl)urea). RXN SMILES: C12CCC(CC1)CN([N:10]1[C:16]3[CH:17]=[CH:18][CH:19]=[CH:20][C:15]=3[C:14]([C:21]3[CH:26]=[CH:25][CH:24]=[CH:23][C:22]=3[F:27])=[N:13][C:12](C=C=O)([NH:28][C:29]([NH:31][C:32]3[CH:37]=[CH:36][CH:35]=[C:34]([O:38][CH2:39][C:40]([O:42]CC)=[O:41])[CH:33]=3)=[O:30])[C:11]1=[O:48])C2.[OH-:49].[Na+].Cl.C(O[CH2:56][CH3:57])(=O)C.O1[CH2:62][CH2:61][CH2:60][CH2:59]1>O>[CH:60]12[CH2:21][CH2:14][CH:15]([CH2:62][CH2:61]1)[CH2:16][N:10]([C:56]([CH2:57][N:10]1[C:16]3[CH:17]=[CH:18][CH:19]=[CH:20][C:15]=3[C:14]([C:21]3[CH:26]=[CH:25][CH:24]=[CH:23][C:22]=3[F:27])=[N:13][CH:12]([NH:28][C:29]([NH:31][C:32]3[CH:37]=[CH:36][CH:35]=[C:34]([O:38][CH2:39][C:40]([OH:42])=[O:41])[CH:33]=3)=[O:30])[C:11]1=[O:48])=[O:49])[CH2:59]2 |f:1.2|. Reported procedure: A mixture of N-[(3RS)-1-(3-azabicyclo[3.2.2]non-3-yl)-carbonylmethyl-2,3-dihydro-5-(2-fluorophenyl)-2-oxo-1H-1,4-benzodiazepin-3-yl]-N'-[3-(ethoxycarbonylmethoxy)phenyl]urea and 0.1N NaOH in tetrahydrofuran was stirred at room temperature for 6 hours. 1N HCl was added to the reaction mixture. Ethyl acetate and water were added to the reaction mixture, and the organic layer was removed, washed with water and brine, and dried over magnesium sulfate. The solution was evaporated to dryness and washe... Procedure: A mixture of 4-(6,7-dichloro-1-hydroxy-4,4-dimethyl-3-oxo-3,4-dihydronaphthalen-2-yl)-4-oxobutanal (0.22 g, 0.64 mmol) in 6 mL DMF was stirred at room temperature and treated with oxone (0.36 mL, 0.64 mmol). The mixture was stirred at room temperature for 2 hours. The mixture was quenched with 50 mL H2O and adjusted to pH=5 with concentrated HCl. The solid was collected by filtration and washed with 20 mL H2O. The crude was dried under high vacuum to give 0.23 g white solid. MS m/e: 357 (M+H)+. ... Reaction SMILES: [Cl:1][C:2]1[CH:3]=[C:4]2[C:9](=[CH:10][C:11]=1[Cl:12])[C:8]([OH:13])=[C:7]([C:14](=[O:19])[CH2:15][CH2:16][CH:17]=[O:18])[C:6](=[O:20])[C:5]2([CH3:22])[CH3:21].[OH:23]OS([O-])=O.[K+]>CN(C=O)C>[Cl:1][C:2]1[CH:3]=[C:4]2[C:9](=[CH:10][C:11]=1[Cl:12])[C:8](=[O:13])[C:7]([C:14](=[O:19])[CH2:15][CH2:16][C:17]([OH:23])=[O:18])=[C:6]([OH:20])[C:5]2([CH3:22])[CH3:21] |f:1.2|. The yield is 100.6%. The reactants are ClC=1C=C2C(C(C(=C(C2=CC1Cl)O)C(CCC=O)=O)=O)(C)C (4-(6,7-dichloro-1-hydroxy-4,4-dimethyl-3-oxo-3,4-dihydronaphthalen-2-yl)-4-oxobutanal), OOS(=O)[O-].[K+] (oxone). Solvent: CN(C)C=O (DMF). The product is ClC=1C=C2C(C(=C(C(C2=CC1Cl)=O)C(CCC(=O)O)=O)O)(C)C (4-(6,7-dichloro-3-hydroxy-4,4-dimethyl-1-oxo-1,4-dihydro-2-naphthalenyl)-4-oxobutanoic acid).